From a dataset of the Open Reaction Database (ORD), a public repository of structured organic reaction records. describe an organic reaction: reactants, conditions, products, and yield Reactants: ClC1=C(C=CC(=C1)[N+](=O)[O-])C(CC(=O)C=1C(=C(C(=CC1OC)OC)C1C(N(CC1)C)COC(C)=O)O)=O (acetic acid 3-{3-[3-(2-chloro-4-nitrophenyl)-3-oxopropionyl]-2-hydroxy-4,6-dimethoxyphenyl}-1-methyl-pyrrolidin-2-ylmethyl ester), C(=O)(O)[O-].[Na+] (NaHCO3). Solvent: Cl (HCl). Run at time 3 hour. Yields the product ClC1=C(C=CC(=C1)[N+](=O)[O-])C=1OC2=C(C(=CC(=C2C(C1)=O)OC)OC)[C@H]1[C@@H](N(CC1)C)CO ((+)-trans-2-(2-chloro-4-nitrophenyl)-8-(2-hydroxymethyl-1-methylpyrrolidin-3-yl)-5,7-dimethoxy-chromen-4-one). RXN SMILES: [Cl:1][C:2]1[CH:7]=[C:6]([N+:8]([O-:10])=[O:9])[CH:5]=[CH:4][C:3]=1[C:11](=O)[CH2:12][C:13]([C:15]1[C:16]([OH:36])=[C:17]([CH:25]2[CH2:29][CH2:28][N:27]([CH3:30])[CH:26]2[CH2:31][O:32]C(=O)C)[C:18]([O:23][CH3:24])=[CH:19][C:20]=1[O:21][CH3:22])=[O:14].C([O-])(O)=O.[Na+]>Cl>[Cl:1][C:2]1[CH:7]=[C:6]([N+:8]([O-:10])=[O:9])[CH:5]=[CH:4][C:3]=1[C:11]1[O:36][C:16]2[C:15]([C:13](=[O:14])[CH:12]=1)=[C:20]([O:21][CH3:22])[CH:19]=[C:18]([O:23][CH3:24])[C:17]=2[C@@H:25]1[CH2:29][CH2:28][N:27]([CH3:30])[C@H:26]1[CH2:31][OH:32] |f:1.2|. Procedure details: A solution of the compound of example (45)(20 g, 37.5 mmol) in dioxane (150 mL) was added dropwise to a suspension of sodium hydride (60% dispersion, 5.68 g, 142 mmol) in dioxane (50 mL) and the reaction mixture stirred at room temperature for 12 hrs. The reaction mixture was quenched with dropwise addition of methanol and the solvents evaporated under reduced pressure. The residue was acidified with dilute HCl, basified with 10% NaHCO3 solution to pH 8 to 9 and extracted with EtOAc (3×250 mL). ...